This data is from the Open Reaction Database (ORD), a public repository of structured organic reaction records. The task is: describe an organic reaction: reactants, conditions, products, and yield Starting materials: O=C(Cl)c1ccccc1, ClCCl, CC(C)(NCCCn1ccnc1)c1ccc(CCN)cc1. The product is CC(C)(NCCCn1ccnc1)c1ccc(CCNC(=O)c2ccccc2)cc1. As a reaction SMILES: [C:1]([c:2]1[cH:3][cH:4][cH:5][cH:6][cH:7]1)(=[O:8])[Cl:9].[Cl:31][CH2:32][Cl:33].[NH2:10][CH2:11][CH2:12][c:13]1[cH:14][cH:15][c:16]([C:19]([CH3:20])([CH3:21])[NH:22][CH2:23][CH2:24][CH2:25][n:26]2[cH:27][n:28][cH:29][cH:30]2)[cH:17][cH:18]1>>[C:1]([c:2]1[cH:3][cH:4][cH:5][cH:6][cH:7]1)(=[O:8])[NH:10][CH2:11][CH2:12][c:13]1[cH:14][cH:15][c:16]([C:19]([CH3:20])([CH3:21])[NH:22][CH2:23][CH2:24][CH2:25][n:26]2[cH:27][n:28][cH:29][cH:30]2)[cH:17][cH:18]1. Reactants: COC(C1=CC=C(C(=O)NC2=NN(C3=CC=C(C=C23)S(=O)(=O)C2=CC(=CC(=C2)F)F)C(C2=CC=CC=C2)(C2=CC=CC=C2)C2=CC=CC=C2)C=C1)=O (N-[5-(3,5-difluoro-benzenesulfonyl)-1-trityl-1H-indazol-3-yl]-terephthalamic acid methyl ester), O1CCCC1 (tetrahydrofuran), O.[OH-].[Li+] (lithium hydroxide hydrate). Solvent: O (water). Conditions: time 8 hour. Yields the product FC=1C=C(C=C(C1)F)S(=O)(=O)C=1C=C2C(=NN(C2=CC1)C(C1=CC=CC=C1)(C1=CC=CC=C1)C1=CC=CC=C1)NC(C1=CC=C(C(=O)O)C=C1)=O (N-[5-(3,5-Difluoro-benzenesulfonyl)-1-trityl-1H-indazol-3-yl]-terephthalamic acid). RXN SMILES: C[O:2][C:3](=[O:52])[C:4]1[CH:51]=[CH:50][C:7]([C:8]([NH:10][C:11]2[C:19]3[C:14](=[CH:15][CH:16]=[C:17]([S:20]([C:23]4[CH:28]=[C:27]([F:29])[CH:26]=[C:25]([F:30])[CH:24]=4)(=[O:22])=[O:21])[CH:18]=3)[N:13]([C:31]([C:44]3[CH:49]=[CH:48][CH:47]=[CH:46][CH:45]=3)([C:38]3[CH:43]=[CH:42][CH:41]=[CH:40][CH:39]=3)[C:32]3[CH:37]=[CH:36][CH:35]=[CH:34][CH:33]=3)[N:12]=2)=[O:9])=[CH:6][CH:5]=1.O1CCCC1.O.[OH-].[Li+]>O>[F:30][C:25]1[CH:24]=[C:23]([S:20]([C:17]2[CH:18]=[C:19]3[C:14](=[CH:15][CH:16]=2)[N:13]([C:31]([C:32]2[CH:37]=[CH:36][CH:35]=[CH:34][CH:33]=2)([C:44]2[CH:49]=[CH:48][CH:47]=[CH:46][CH:45]=2)[C:38]2[CH:43]=[CH:42][CH:41]=[CH:40][CH:39]=2)[N:12]=[C:11]3[NH:10][C:8](=[O:9])[C:7]2[CH:50]=[CH:51][C:4]([C:3]([OH:52])=[O:2])=[CH:5][CH:6]=2)(=[O:22])=[O:21])[CH:28]=[C:27]([F:29])[CH:26]=1 |f:2.3.4|. Procedure details: A mixture of N-[5-(3,5-difluoro-benzenesulfonyl)-1-trityl-1H-indazol-3-yl]-terephthalamic acid methyl ester (400 mg, 0.56 mmol), tetrahydrofuran (8 mL), water (4 mL) and lithium hydroxide hydrate (35 mg, 1.5 eq) was stirred at room temperature overnight. The solvents were evaporated to dryness. The residue was taken up with ethyl acetate, washed with 5% aqueous solution of potassium bisulfate, brine, dried over sodium sulfate and evaporated to dryness affording the crude title compound that was ... Starting materials: CC=1C(=C2C=CN(C2=C(C1)C)S(=O)(=O)C1=CC=C(C)C=C1)C(C1=NC2=C(N1COCC[Si](C)(C)C)C=CC(=C2)C#N)OCC ((±)-2-((5,7-dimethyl-1-tosyl-1H-indol-4-yl)(ethoxy)methyl)-1-((2-(trimethylsilyl)ethoxy)methyl)-1H-benzo[d]imidazole-5-carbonitrile), CC=1C(=C2C=CN(C2=C(C1)C)S(=O)(=O)C1=CC=C(C)C=C1)C(C1=NC2=C(N1COCC[Si](C)(C)C)C=C(C=C2)C#N)OCC ((±)-2-((5,7-dimethyl-1-tosyl-1H-indol-4-yl)(ethoxy)methyl)-1-((2-(trimethylsilyl)ethoxy)methyl)-1H-benzo[d]imidazole-6-carbonitrile), 64-C. The product is CC=1C(=C2C=CNC2=C(C1)C)C(C1=NC2=C(N1)C=CC(=C2)C#N)OCC ((±)-2-((5,7-Dimethyl-1H-indol-4-yl)(ethoxy)methyl)-1H-benzo[d]imidazole-5-carbonitrile). Reaction SMILES: [CH3:1][C:2]1[C:3]([CH:22]([O:42][CH2:43][CH3:44])[C:23]2[N:27](COCC[Si](C)(C)C)[C:26]3[CH:36]=[CH:37][C:38]([C:40]#[N:41])=[CH:39][C:25]=3[N:24]=2)=[C:4]2[C:8](=[C:9]([CH3:11])[CH:10]=1)[N:7](S(C1C=CC(C)=CC=1)(=O)=O)[CH:6]=[CH:5]2.CC1C(C(OCC)C2N(COCC[Si](C)(C)C)C3C=C(C#N)C=CC=3N=2)=C2C(=C(C)C=1)N(S(C1C=CC(C)=CC=1)(=O)=O)C=C2>>[CH3:1][C:2]1[C:3]([CH:22]([O:42][CH2:43][CH3:44])[C:23]2[NH:27][C:26]3[CH:36]=[CH:37][C:38]([C:40]#[N:41])=[CH:39][C:25]=3[N:24]=2)=[C:4]2[C:8](=[C:9]([CH3:11])[CH:10]=1)[NH:7][CH:6]=[CH:5]2. Procedure: The title compound was synthesized from a mixture of (±)-2-((5,7-dimethyl-1-tosyl-1H-indol-4-yl)(ethoxy)methyl)-1-((2-(trimethylsilyl)ethoxy)methyl)-1H-benzo[d]imidazole-5-carbonitrile and (±)-2-((5,7-dimethyl-1-tosyl-1H-indol-4-yl)(ethoxy)methyl)-1-((2-(trimethylsilyl)ethoxy)methyl)-1H-benzo[d]imidazole-6-carbonitrile as described in Example 64-B and 64-C. 1H NMR (TFA salt, 400 MHz, DMSO-d6) δ ppm 10.96 (br.s, 1H) 7.98 (s, 1H) 7.65 (d, J=8.25 Hz, 1H) 7.55 (m, 1H) 7.21 (t, J=2.78 Hz, 1H) 6.74 (s... RXN SMILES: [Cl:1][c:2]1[cH:3][cH:4][c:5]([N+:17](=[O:18])[O-:19])[c:6]([CH:8]([OH:9])[c:10]2[cH:11][n:12][c:13]([Cl:16])[cH:14][cH:15]2)[cH:7]1.[Cl:41][CH2:42][Cl:43].[Cr:20]([O:21][Cr:22]([O-:23])(=[O:24])=[O:25])([O-:26])(=[O:27])=[O:28].[nH+:29]1[cH:30][cH:31][cH:32][cH:33][cH:34]1.[nH+:35]1[cH:36][cH:37][cH:38][cH:39][cH:40]1>>[Cl:1][c:2]1[cH:3][cH:4][c:5]([N+:17](=[O:18])[O-:19])[c:6]([C:8](=[O:9])[c:10]2[cH:11][n:12][c:13]([Cl:16])[cH:14][cH:15]2)[cH:7]1. Yields the product O=C(c1ccc(Cl)nc1)c1cc(Cl)ccc1[N+](=O)[O-]. Reactants: O=[N+]([O-])c1ccc(Cl)cc1C(O)c1ccc(Cl)nc1, ClCCl, O=[Cr](=O)([O-])O[Cr](=O)(=O)[O-], c1cc[nH+]cc1, c1cc[nH+]cc1. Starting materials: CC(C)(C)OC(=O)N1CCN(C(=O)c2ccc(-c3ccccn3)cc2)CC1, O=C(OO)c1cccc(Cl)c1, ClCCl, [Na+], [Na+], O=S([O-])([O-])=S. Product: CC(C)(C)OC(=O)N1CCN(C(=O)c2ccc(-c3cccc[n+]3[O-])cc2)CC1. As a reaction SMILES: [C:12]([CH3:13])([CH3:14])([CH3:15])[O:16][C:17](=[O:18])[N:19]1[CH2:20][CH2:21][N:22]([C:25]([c:26]2[cH:27][cH:28][c:29](-[c:32]3[n:33][cH:34][cH:35][cH:36][cH:37]3)[cH:30][cH:31]2)=[O:38])[CH2:23][CH2:24]1.[Cl:1][c:2]1[cH:3][cH:4][cH:5][c:6]([C:7]([O:8][OH:10])=[O:9])[cH:11]1.[Cl:46][CH2:47][Cl:48].[Na+:44].[Na+:45].[S:39]([O-:40])([O-:41])(=[O:42])=[S:43]>>[O-:9][n+:33]1[c:32](-[c:29]2[cH:28][cH:27][c:26]([C:25]([N:22]3[CH2:21][CH2:20][N:19]([C:17]([O:16][C:12]([CH3:13])([CH3:14])[CH3:15])=[O:18])[CH2:24][CH2:23]3)=[O:38])[cH:31][cH:30]2)[cH:37][cH:36][cH:35][cH:34]1. Starting materials: C(C)P(O)(=O)C1=C(C=CC(=C1)OC1=C(C=C(C=C1)C(F)(F)F)Cl)[N+](=O)[O-] (P-ethyl-2-nitro-5-(2-chloro-4-trifluoromethylphenoxy)phenylphosphinic acid), BrC1CCC(=O)O1 (4-bromo-γ-butyrolactone). Product: C(C)P(=O)(OC1CCC(=O)O1)C1=C(C=CC(=C1)OC1=C(C=C(C=C1)C(F)(F)F)Cl)[N+](=O)[O-] (4-[P-ethyl-2-nitro-5-(2-chloro-4-trifluoromethylphenoxy)phenylphosphinyloxy]-γ-butyrolactone). RXN SMILES: [CH2:1]([P:3]([C:6]1[CH:11]=[C:10]([O:12][C:13]2[CH:18]=[CH:17][C:16]([C:19]([F:22])([F:21])[F:20])=[CH:15][C:14]=2[Cl:23])[CH:9]=[CH:8][C:7]=1[N+:24]([O-:26])=[O:25])(=[O:5])[OH:4])[CH3:2].Br[CH:28]1[O:33][C:31](=[O:32])[CH2:30][CH2:29]1>>[CH2:1]([P:3]([C:6]1[CH:11]=[C:10]([O:12][C:13]2[CH:18]=[CH:17][C:16]([C:19]([F:20])([F:22])[F:21])=[CH:15][C:14]=2[Cl:23])[CH:9]=[CH:8][C:7]=1[N+:24]([O-:26])=[O:25])([O:4][CH:28]1[O:33][C:31](=[O:32])[CH2:30][CH2:29]1)=[O:5])[CH3:2]. Procedure details: Following the procedure of Example 1, P-ethyl-2-nitro-5-(2-chloro-4-trifluoromethylphenoxy)phenylphosphinic acid is reacted with 4-bromo-γ-butyrolactone to give 4-[P-ethyl-2-nitro-5-(2-chloro-4-trifluoromethylphenoxy)phenylphosphinyloxy]-γ-butyrolactone. ##STR7##